This data is from the Open Reaction Database (ORD), a public repository of structured organic reaction records. The task is: describe an organic reaction: reactants, conditions, products, and yield Reactants: O=S(=O)(Cl)c1cc(Cl)cc(Cl)c1, Nc1ccc2c(C(=O)O)cccc2c1, c1ccncc1. Yields the product O=C(O)c1cccc2cc(NS(=O)(=O)c3cc(Cl)cc(Cl)c3)ccc12. As a reaction SMILES: [Cl:1][c:2]1[cH:3][c:4]([S:9](=[O:10])(=[O:11])[Cl:12])[cH:5][c:6]([Cl:8])[cH:7]1.[NH2:13][c:14]1[cH:15][c:16]2[cH:17][cH:18][cH:19][c:20]([C:24](=[O:25])[OH:26])[c:21]2[cH:22][cH:23]1.[cH:27]1[cH:28][cH:29][n:30][cH:31][cH:32]1>>[Cl:1][c:2]1[cH:3][c:4]([S:9](=[O:10])(=[O:11])[NH:13][c:14]2[cH:15][c:16]3[cH:17][cH:18][cH:19][c:20]([C:24](=[O:25])[OH:26])[c:21]3[cH:22][cH:23]2)[cH:5][c:6]([Cl:8])[cH:7]1. The reactants are OC1=C(C#N)C(=CC(=N1)C)C(F)(F)F (2-hydroxy-6-methyl-4-(trifluoromethyl)nicotinonitrile), P(=O)(Cl)(Cl)Cl (phosphoryl trichloride). Run at time 2 hour. Product: ClC1=C(C#N)C(=CC(=N1)C)C(F)(F)F (2-chloro-6-methyl-4-(trifluoromethyl)nicotinonitrile). Yield: 90.0%. RXN SMILES: O[C:2]1[N:9]=[C:8]([CH3:10])[CH:7]=[C:6]([C:11]([F:14])([F:13])[F:12])[C:3]=1[C:4]#[N:5].P(Cl)(Cl)([Cl:17])=O>>[Cl:17][C:2]1[N:9]=[C:8]([CH3:10])[CH:7]=[C:6]([C:11]([F:14])([F:13])[F:12])[C:3]=1[C:4]#[N:5]. Procedure: To 2-hydroxy-6-methyl-4-(trifluoromethyl)nicotinonitrile (1 g, 5 mmol) was added phosphoryl trichloride (15 mL). Then the mixture was heated to reflux and maintained at the same temperature with stirring for 2 hours. The resultant mixture was concentrated to give a residue and the residue was purified by chromatography (petroleum ether/ethyl acetate=1:1) to give 2-chloro-6-methyl-4-(trifluoromethyl)nicotinonitrile (1 g, 90%). 1H NMR (300 MHz, CD3OD): δ 7.81 (s, 1H), 2.70 (s, 3H). The reactants are Aldehyde, C(#N)C=1OC2=C(C1)C=CC=C2 (cyano-benzofuran), N (ammonia), compound t, N1CCNCC1 (piperazine). Product: N1(CCNCC1)C=1OC2=C(C1)C=CC=C2 (piperazinyl benzofuran). As a reaction SMILES: C([C:3]1[O:4][C:5]2[CH:11]=[CH:10][CH:9]=[CH:8][C:6]=2[CH:7]=1)#N.N.[NH:13]1[CH2:18][CH2:17][NH:16][CH2:15][CH2:14]1>>[N:13]1([C:3]2[O:4][C:5]3[CH:11]=[CH:10][CH:9]=[CH:8][C:6]=3[CH:7]=2)[CH2:18][CH2:17][NH:16][CH2:15][CH2:14]1. Procedure details: In step 1 of Scheme C, bromophenol n undergoes iodination to form bromo-iodo-phenol o. Phenol compound o is then reacted with cinnamoyl halide p in step 2 to afford phenoxy ester compound g. Compound g undergoes a cyclization in step 3 to form benzofuran compound r. In step 4 compound r is reacted with dimethyl formamide in the presence of phosphorus oxychloride to afford benzofuran-2-carboxaldehyde s. Aldehyde compound s is converted to cyano-benzofuran compound t in step 5 by reaction with aqu... Reaction SMILES: [Br:29][CH:30]([CH2:31][CH2:32][CH2:33][CH3:34])[Br:35].[K+:36].[K+:37].[NH2:1][CH2:2][c:3]1[cH:4][c:5]2[c:10]([cH:11][cH:12]1)[CH2:9][CH:8]([NH:13][C:14](=[O:15])[c:16]1[cH:17][cH:18][c:19](-[c:22]3[cH:23][cH:24][c:25]([F:28])[cH:26][cH:27]3)[cH:20][cH:21]1)[CH2:7][CH2:6]2.[O-:38][C:39]([O-:40])=[O:41].[O:42]=[CH:43][N:44]([CH3:45])[CH3:46]>>[N:1]1([CH2:2][c:3]2[cH:4][c:5]3[c:10]([cH:11][cH:12]2)[CH2:9][CH:8]([NH:13][C:14](=[O:15])[c:16]2[cH:17][cH:18][c:19](-[c:22]4[cH:23][cH:24][c:25]([F:28])[cH:26][cH:27]4)[cH:20][cH:21]2)[CH2:7][CH2:6]3)[CH2:30][CH2:31][CH2:32][CH2:33][CH2:34]1. The product is O=C(NC1CCc2cc(CN3CCCCC3)ccc2C1)c1ccc(-c2ccc(F)cc2)cc1. Starting materials: CCCCC(Br)Br, [K+], [K+], NCc1ccc2c(c1)CCC(NC(=O)c1ccc(-c3ccc(F)cc3)cc1)C2, O=C([O-])[O-], CN(C)C=O. Starting materials: ClC1=NN2C(C(=CC=C2)NC2=C(C=CC=C2)CS(=O)(=O)C)=N1 ((2-chloro-[1,2,4]triazolo[1,5-a]pyridin-8-yl)-(2-methanesulfonylmethyl-phenyl)-amine), CN1CCN(CC1)C1=CC=C(C=C1)N (4-(4-Methyl-piperazin-1-yl)-phenylamine), C1(CCCCC1)P(C1=C(C=CC=C1)C1=C(C=CC=C1)P(C1CCCCC1)C1CCCCC1)C1CCCCC1 (2,2′-bis-dicyclohexylphosphanyl-biphenyl). The product is CS(=O)(=O)CC1=C(C=CC=C1)NC=1C=2N(C=CC1)N=C(N2)NC2=CC=C(C=C2)N2CCN(CC2)C (N(8)-(2-Methanesulfonylmethyl-phenyl)-N(2)-[4-(4-methyl-piperazin-1-yl)-phenyl]-[1,2,4]triazolo[1,5-a]pyridine-2,8-diamine), foam. Yield: 12.0%. RXN SMILES: Cl[C:2]1[N:22]=[C:5]2[C:6]([NH:10][C:11]3[CH:16]=[CH:15][CH:14]=[CH:13][C:12]=3[CH2:17][S:18]([CH3:21])(=[O:20])=[O:19])=[CH:7][CH:8]=[CH:9][N:4]2[N:3]=1.[CH3:23][N:24]1[CH2:29][CH2:28][N:27]([C:30]2[CH:35]=[CH:34][C:33]([NH2:36])=[CH:32][CH:31]=2)[CH2:26][CH2:25]1.C1(P(C2CCCCC2)C2C=CC=CC=2C2C=CC=CC=2P(C2CCCCC2)C2CCCCC2)CCCCC1>>[CH3:21][S:18]([CH2:17][C:12]1[CH:13]=[CH:14][CH:15]=[CH:16][C:11]=1[NH:10][C:6]1[C:5]2[N:4]([N:3]=[C:2]([NH:36][C:33]3[CH:32]=[CH:31][C:30]([N:27]4[CH2:26][CH2:25][N:24]([CH3:23])[CH2:29][CH2:28]4)=[CH:35][CH:34]=3)[N:22]=2)[CH:9]=[CH:8][CH:7]=1)(=[O:20])=[O:19]. Procedure details: 164 d) N(8)-(2-Methanesulfonylmethyl-phenyl)-N(2)-[4-(4-methyl-piperazin-1-yl)-phenyl]-[1,2,4]triazolo[1,5-a]pyridine-2,8-diamine was prepare from (2-chloro-[1,2,4]triazolo[1,5-a]pyridin-8-yl)-(2-methanesulfonylmethyl-phenyl)-amine (75.0 mg, 0.223 mmol) and 4-(4-Methyl-piperazin-1-yl)-phenylamine (47.0 mg, 0.246 mmol) with 2,2′-bis-dicyclohexylphosphanyl-biphenyl (25.0 mg, 0.0457 mmol) as the ligand in a manner analogous to Example 2d. Product isolated as a brown foam (0.013 g, 12%). 1H NMR (400... Reactants: [Al+3], OCC#Cc1ccc(Br)cc1, CCOC(C)=O, C[O-], [Cl-], [Cl-], Clc1ccc(I)cc1, [H-], [H-], [H-], [H-], [Li+], [Na+], C1CCOC1, [Zn+2], c1coc(P(c2ccco2)c2ccco2)c1. Product: OCC=C(c1ccc(Cl)cc1)c1ccc(Br)cc1. Reaction SMILES: [Al+3:2].[Br:10][c:11]1[cH:12][cH:13][c:14]([C:17]#[C:18][CH2:19][OH:20])[cH:15][cH:16]1.[CH3:21][CH2:22][O:23][C:24](=[O:25])[CH3:26].[CH3:7][O-:8].[Cl-:56].[Cl-:58].[Cl:27][c:28]1[cH:29][cH:30][c:31]([I:34])[cH:32][cH:33]1.[H-:1].[H-:4].[H-:5].[H-:6].[Li+:3].[Na+:9].[O:51]1[CH2:52][CH2:53][CH2:54][CH2:55]1.[Zn+2:57].[o:35]1[cH:36][cH:37][cH:38][c:39]1[P:40]([c:41]1[o:42][cH:43][cH:44][cH:45]1)[c:46]1[o:47][cH:48][cH:49][cH:50]1>>[Br:10][c:11]1[cH:12][cH:13][c:14]([C:17](=[CH:18][CH2:19][OH:20])[c:31]2[cH:30][cH:29][c:28]([Cl:27])[cH:33][cH:32]2)[cH:15][cH:16]1. Starting materials: ClC1=NC=C(C=C1)C(F)(F)F (2-Chloro-5-(trifluoromethyl)pyridine), C([O-])([O-])=O.[Na+].[Na+] (sodium carbonate), Cl.C1(CC1)C=1N=CC(=NC1)O[C@@H]1C[C@H]2N(C(CCNC2)=O)C1 ((8R,9aR)-8-[(5-Cyclopropylpyrazin-2-yl)oxy]octahydro-5H-pyrrolo[1,2-a][1,4]diazepin-5-one hydrochloride). Solvent: C(C)(=O)OCC (ethyl acetate), C(C)(=O)OCC (ethyl acetate), CS(=O)C (dimethyl sulfoxide). Reaction conditions: temperature 115 celsius. The product is C1(CC1)C=1N=CC(=NC1)O[C@@H]1C[C@H]2N(C(CCN(C2)C2=NC=C(C=C2)C(F)(F)F)=O)C1 ((8R,9aR)-8-[(5-cyclopropylpyrazin-2-yl)oxy]-2-[5-(trifluoromethyl)pyridin-2-yl]octahydro-5H-pyrrolo[1,2-a][1,4]diazepin-5-one). Isolated yield 47.0%. As a reaction SMILES: Cl.[CH:2]1([C:5]2[N:6]=[CH:7][C:8]([O:11][C@H:12]3[CH2:22][N:15]4[C:16](=[O:21])[CH2:17][CH2:18][NH:19][CH2:20][C@H:14]4[CH2:13]3)=[N:9][CH:10]=2)[CH2:4][CH2:3]1.Cl[C:24]1[CH:29]=[CH:28][C:27]([C:30]([F:33])([F:32])[F:31])=[CH:26][N:25]=1.C(=O)([O-])[O-].[Na+].[Na+]>CS(C)=O.C(OCC)(=O)C>[CH:2]1([C:5]2[N:6]=[CH:7][C:8]([O:11][C@H:12]3[CH2:22][N:15]4[C:16](=[O:21])[CH2:17][CH2:18][N:19]([C:24]5[CH:29]=[CH:28][C:27]([C:30]([F:33])([F:32])[F:31])=[CH:26][N:25]=5)[CH2:20][C@H:14]4[CH2:13]3)=[N:9][CH:10]=2)[CH2:4][CH2:3]1 |f:0.1,3.4.5|. Reported procedure: (8R,9aR)-8-[(5-Cyclopropylpyrazin-2-yl)oxy]octahydro-5H-pyrrolo[1,2-a][1,4]diazepin-5-one hydrochloride was dissolved in dimethyl sulfoxide (1.0 mL). 2-Chloro-5-(trifluoromethyl)pyridine (36.0 mg, 0.198 mmol, 1.9 equivalents) and sodium carbonate (82.0 mg, 0.774 mmol, 7.5 equivalents) were added, and the resulting suspension was heated to 115° C. for 14 hours. The reaction mixture was cooled to room temperature, diluted with ethyl acetate, washed with water and brine, and then dried over sodium ... The product is O=C(CC(=O)OC)NC1=CC(=CC=C1)C(F)(F)F (methyl 3-oxo-3-(3-(trifluoromethyl)phenylamino)propanoate). As a reaction SMILES: [C:1](=[O:4])([O-])O.[Na+].[CH:6]([O:9][C:10](=[O:12])[CH3:11])(C)C.[F:13][C:14]([F:23])([F:22])[C:15]1[CH:16]=[C:17]([CH:19]=[CH:20][CH:21]=1)[NH2:18].CC(C(Cl)=O)C(Cl)=O>>[O:4]=[C:1]([NH:18][C:17]1[CH:19]=[CH:20][CH:21]=[C:15]([C:14]([F:13])([F:22])[F:23])[CH:16]=1)[CH2:11][C:10]([O:9][CH3:6])=[O:12] |f:0.1|. The reactants are C(O)([O-])=O.[Na+] (Sodium hydrogen carbonate), CC(C(=O)Cl)C(=O)Cl (Methyl malonyl chloride), C(C)(C)OC(C)=O (iso-propylacetate), FC(C=1C=C(N)C=CC1)(F)F (3-(trifluoromethyl)aniline). The yield is 91.0%. Conditions: temperature 5 celsius. Reported procedure: Sodium hydrogen carbonate (36.3 kg, 1.7 mol eq) was charged followed by iso-propylacetate (102.5 L, 2.5 rel vol). 3-(trifluoromethyl)aniline (41.0 kg, 1 mol eq, limiting reagent) charged followed by a line rinse of iso-propylacetate (20.5 L, 0.5 rel vol). The reaction was cooled to 5° C.-10° C. Methyl malonyl chloride (36.5 kg, 1.05 mol eq) was charged maintaining the temperature below 10° C. followed by a line rinse of iso-propylacetate (10.3 L, 0.25 rel vol). The mixture was stirred until the ... The reactants are CC=1N=CSC1 (4-methyl-thiazole), C(CC(C)C)=O (isovaleraldehyde), [Li] (lithium), C(CCC)[Li] (butyllithium). Yields the product C(C(C)C)C(O)C=1SC=C(N1)C (Isobutyl (4-methyl-2-thiazolyl) carbinol). RXN SMILES: [CH3:1][C:2]1[N:3]=[CH:4][S:5][CH:6]=1.[Li].C([Li])CCC.[CH:13](=[O:18])[CH2:14][CH:15]([CH3:17])[CH3:16]>>[CH2:14]([CH:13]([C:4]1[S:5][CH:6]=[C:2]([CH3:1])[N:3]=1)[OH:18])[CH:15]([CH3:17])[CH3:16] |^1:6|. Procedure details: d. Isobutyl (4-methyl-2-thiazolyl) carbinol was prepared by starting from 4-methyl-thiazole and substituting the hydrogen atom in the 2-position by lithium by reaction with butyllithium. The resulting metal-organic compound was reacted with isovaleraldehyde [cf. J.A.C.S. 74, 6260 (1952)]. The resulting product had a b.p. of 94°C./0.1 mm. Hg. Starting materials: O=C1N(Cc2ccc(OCc3ccccc3)cn2)c2ccccc2C12COc1cc3c(c(F)c12)OCCO3, CO, CC(=O)O. Yields the product O=C1N(Cc2ccc(O)cn2)c2ccccc2C12COc1cc3c(c(F)c12)OCCO3. As a reaction SMILES: [CH2:1]([c:2]1[cH:3][cH:4][cH:5][cH:6][cH:7]1)[O:8][c:9]1[cH:10][cH:11][c:12]([CH2:15][N:16]2[C:17](=[O:38])[C:18]3([CH2:19][O:20][c:21]4[cH:22][c:23]5[c:24]([c:29]([F:31])[c:30]43)[O:25][CH2:26][CH2:27][O:28]5)[c:32]3[cH:33][cH:34][cH:35][cH:36][c:37]32)[n:13][cH:14]1.[CH3:39][OH:40].[CH3:41][C:42](=[O:43])[OH:44]>>[OH:8][c:9]1[cH:10][cH:11][c:12]([CH2:15][N:16]2[C:17](=[O:38])[C:18]3([CH2:19][O:20][c:21]4[cH:22][c:23]5[c:24]([c:29]([F:31])[c:30]43)[O:25][CH2:26][CH2:27][O:28]5)[c:32]3[cH:33][cH:34][cH:35][cH:36][c:37]32)[n:13][cH:14]1.